This data is from the Open Reaction Database (ORD), a public repository of structured organic reaction records. The task is: describe an organic reaction: reactants, conditions, products, and yield The reactants are CCOC(=O)C(C#N)=C(c1ccccc1)c1ccccc1, O=C([O-])[O-], CC1CCCC(C)(C)C1O, [Na+], [Na+]. Product: CC1CCCC(C)(C)C1OC(=O)C(C#N)=C(c1ccccc1)c1ccccc1. As a reaction SMILES: [C:1](#[N:2])[C:3]([C:4](=[O:5])[O:6][CH2:7][CH3:8])=[C:9]([c:10]1[cH:11][cH:12][cH:13][cH:14][cH:15]1)[c:16]1[cH:17][cH:18][cH:19][cH:20][cH:21]1.[C:22](=[O:23])([O-:24])[O-:25].[CH3:28][C:29]1([CH3:37])[CH:30]([OH:36])[CH:31]([CH3:35])[CH2:32][CH2:33][CH2:34]1.[Na+:26].[Na+:27]>>[C:1](#[N:2])[C:3]([C:4](=[O:5])[O:36][CH:30]1[C:29]([CH3:28])([CH3:37])[CH2:34][CH2:33][CH2:32][CH:31]1[CH3:35])=[C:9]([c:10]1[cH:11][cH:12][cH:13][cH:14][cH:15]1)[c:16]1[cH:17][cH:18][cH:19][cH:20][cH:21]1. Reactants: ClCCl, O=S(Cl)Cl, O=C(O)c1cc2ccccc2oc1=O. Yields the product O=C(Cl)c1cc2ccccc2oc1=O. As a reaction SMILES: [Cl:19][CH2:20][Cl:21].[S:15]([Cl:16])([Cl:17])=[O:18].[o:1]1[c:2](=[O:3])[c:4]([C:12](=[O:13])[OH:14])[cH:5][c:6]2[cH:7][cH:8][cH:9][cH:10][c:11]12>>[o:1]1[c:2](=[O:3])[c:4]([C:12](=[O:14])[Cl:17])[cH:5][c:6]2[cH:7][cH:8][cH:9][cH:10][c:11]12. The reactants are [BH3-]C#N, CN(C)c1ccc(C=O)cc1, CO, Cc1ccc(N)cc1O, [Na+]. The product is Cc1ccc(NCc2ccc(N(C)C)cc2)cc1O. RXN SMILES: [C:21]([BH3-:22])#[N:23].[CH3:1][N:2]([c:3]1[cH:4][cH:5][c:6]([CH:7]=[O:8])[cH:9][cH:10]1)[CH3:11].[CH3:25][OH:26].[NH2:12][c:13]1[cH:14][cH:15][c:16]([CH3:20])[c:17]([OH:19])[cH:18]1.[Na+:24]>>[CH3:1][N:2]([c:3]1[cH:4][cH:5][c:6]([CH2:7][NH:12][c:13]2[cH:14][cH:15][c:16]([CH3:20])[c:17]([OH:19])[cH:18]2)[cH:9][cH:10]1)[CH3:11].